This data is from the Open Reaction Database (ORD), a public repository of structured organic reaction records. The task is: describe an organic reaction: reactants, conditions, products, and yield The reactants are C(C1=CC=CC=C1)OC=1C=C2CCCC(C2=CC1)C(=O)N(C1=CC=C(C=C1)C(C)C)CC1=CC=C(C=C1)N(C)C (6-benzyloxy-N-[(4-dimethylaminophenyl)methyl]-N-(4-isopropylphenyl)-1,2,3,4-tetrahydronaphthalene-1-carboxamide), C(=O)[O-].[NH4+] (ammonium formate). Reagents/catalysts: [C].[Pd] (palladium-carbon). Run in CO (methanol). Conditions: time 24 hour. Product: CN(C1=CC=C(C=C1)CN(C(=O)C1CCCC2=CC(=CC=C12)O)C1=CC=C(C=C1)C(C)C)C (N-[(4-dimethylaminophenyl)methyl]-6-hydroxy-N-(4-isopropylphenyl)-1,2,3,4-tetrahydronaphthalene-1-carboxamide). The yield is 36.9%. RXN SMILES: C([O:8][C:9]1[CH:10]=[C:11]2[C:16](=[CH:17][CH:18]=1)[CH:15]([C:19]([N:21]([CH2:31][C:32]1[CH:37]=[CH:36][C:35]([N:38]([CH3:40])[CH3:39])=[CH:34][CH:33]=1)[C:22]1[CH:27]=[CH:26][C:25]([CH:28]([CH3:30])[CH3:29])=[CH:24][CH:23]=1)=[O:20])[CH2:14][CH2:13][CH2:12]2)C1C=CC=CC=1.C([O-])=O.[NH4+]>CO.[C].[Pd]>[CH3:39][N:38]([CH3:40])[C:35]1[CH:36]=[CH:37][C:32]([CH2:31][N:21]([C:22]2[CH:23]=[CH:24][C:25]([CH:28]([CH3:29])[CH3:30])=[CH:26][CH:27]=2)[C:19]([CH:15]2[C:16]3[C:11](=[CH:10][C:9]([OH:8])=[CH:18][CH:17]=3)[CH2:12][CH2:13][CH2:14]2)=[O:20])=[CH:33][CH:34]=1 |f:1.2,4.5|. Procedure details: To a solution of 6-benzyloxy-N-[(4-dimethylaminophenyl)methyl]-N-(4-isopropylphenyl)-1,2,3,4-tetrahydronaphthalene-1-carboxamide (0.75 g) in methanol (8.6 mL) were added 10% palladium-carbon (0.09 g) and ammonium formate (0.44 g), and the mixture was stirred at room temperature for 24 hr. The reaction mixture was filtrated, and the solvent was evaporated. The obtained crude crystals were recrystallized from a mixed solvent of ethyl acetate and hexane to give N-[(4-dimethylaminophenyl)methyl]-6-h... The reactants are Cc1cc2c(C(F)(F)F)c(C#N)ccc2[nH]1, ClCc1nsc(Cl)n1. The product is Cc1cc2c(C(F)(F)F)c(C#N)ccc2n1Cc1nsc(Cl)n1. RXN SMILES: [CH3:1][c:2]1[nH:3][c:4]2[cH:5][cH:6][c:7]([C:15]#[N:16])[c:8]([C:11]([F:12])([F:13])[F:14])[c:9]2[cH:10]1.[Cl:17][c:18]1[n:19][c:20]([CH2:23][Cl:24])[n:21][s:22]1>>[CH3:1][c:2]1[n:3]([CH2:23][c:20]2[n:19][c:18]([Cl:17])[s:22][n:21]2)[c:4]2[cH:5][cH:6][c:7]([C:15]#[N:16])[c:8]([C:11]([F:12])([F:13])[F:14])[c:9]2[cH:10]1.